The task is: describe an organic reaction: reactants, conditions, products, and yield. This data is from the Open Reaction Database (ORD), a public repository of structured organic reaction records. The reactants are FC1=CC=C(C=C1)N1CCNCC1 (1-(4-fluorophenyl)piperazine), Cl (hydrochloric acid), N=1NC(=C2CCCCC12)CCC(=O)O (3-(4,5,6,7-tetrahydro-2H-indazol-3-yl)propionic acid), ClC1=CC=C(C=C1)C1CCNCC1 (4-(4-chlorophenyl)piperidine). Product: O.O.Cl.Cl.FC1=CC=C(C=C1)N1CCN(CC1)CCCC=1NN=C2C1CCC2 (3-(3-(4-(4-fluorophenyl)piperazin-1-yl)propyl)-2,4,5,6-tetrahydrocyclopentapyrazole dihydrochloride dihydrate). As a reaction SMILES: [F:1][C:2]1[CH:7]=[CH:6][C:5]([N:8]2[CH2:13][CH2:12][NH:11][CH2:10][CH2:9]2)=[CH:4][CH:3]=1.[N:14]1[NH:15][C:16]([CH2:23][CH2:24][C:25](O)=[O:26])=[C:17]2[C:22]=1[CH2:21][CH2:20][CH2:19]C2.[Cl:28]C1C=CC(C2CCNCC2)=CC=1.[ClH:41]>>[OH2:26].[OH2:26].[ClH:28].[ClH:41].[F:1][C:2]1[CH:3]=[CH:4][C:5]([N:8]2[CH2:13][CH2:12][N:11]([CH2:25][CH2:24][CH2:23][C:16]3[NH:15][N:14]=[C:22]4[CH2:21][CH2:20][CH2:19][C:17]=34)[CH2:10][CH2:9]2)=[CH:6][CH:7]=1 |f:4.5.6.7.8|. Procedure details: In the same manner as in Example 102 except that 3-(2,4,5,6-tetrahydrocyclopentapyrazol-3-yl)propionic acid obtained in Starting Material Synthesis Example 4 and 1-(4-fluorophenyl)piperazine were used instead of 3-(4,5,6,7-tetrahydro-2H-indazol-3-yl)propionic acid obtained in Starting Material Synthesis Example 1 and 4-(4-chlorophenyl)piperidine and then by a conventional treatment using hydrochloric acid, 3-(3-(4-(4-fluorophenyl)piperazin-1-yl)propyl)-2,4,5,6-tetrahydrocyclopentapyrazole dihydr... Starting materials: CCOC(=O)C(C)Br, O=C([O-])[O-], CCC(C)=O, [K+], [K+], O=[N+]([O-])c1cc2ccccc2nc1Nc1ccc(O)cc1. Product: CCOC(=O)C(C)Oc1ccc(Nc2nc3ccccc3cc2[N+](=O)[O-])cc1. As a reaction SMILES: [Br:1][CH:2]([C:3](=[O:4])[O:5][CH2:6][CH3:7])[CH3:8].[C:30](=[O:31])([O-:32])[O-:33].[CH3:36][C:37]([CH2:38][CH3:39])=[O:40].[K+:34].[K+:35].[N+:9](=[O:10])([O-:11])[c:12]1[c:13]([NH:22][c:23]2[cH:24][cH:25][c:26]([OH:29])[cH:27][cH:28]2)[n:14][c:15]2[cH:16][cH:17][cH:18][cH:19][c:20]2[cH:21]1>>[CH:2]([C:3](=[O:4])[O:5][CH2:6][CH3:7])([CH3:8])[O:29][c:26]1[cH:25][cH:24][c:23]([NH:22][c:13]2[c:12]([N+:9](=[O:10])[O-:11])[cH:21][c:20]3[c:15]([n:14]2)[cH:16][cH:17][cH:18][cH:19]3)[cH:28][cH:27]1. Product: Cc1ncccc1CCl. RXN SMILES: [CH3:1][c:2]1[n:3][cH:4][cH:5][cH:6][c:7]1[CH2:8][OH:9].[Cl:10][CH2:11][Cl:12]>>[CH3:1][c:2]1[n:3][cH:4][cH:5][cH:6][c:7]1[CH2:8][Cl:10]. Reactants: Cc1ncccc1CO, ClCCl. The reactants are C([O-])([O-])=O.[K+].[K+] (potassium carbonate), CC1=C(OCC2=C(C=CC=C2)CC(=O)SC)C=C(C=C1)C (S-methyl 2-(2,5-dimethylphenoxymethyl)-phenylthioacetate), CN(C)C(OC(C)(C)C)N(C)C (bis-(dimethylamino)-tert-butoxymethane), S(=O)(=O)(OC)OC (dimethyl sulphate), Cl (hydrochloric acid). The solvent is O (water), CN(C=O)C (dimethylformamide), O (water). Run at temperature 60 celsius. Yields the product CC1=C(OCC2=C(C=CC=C2)C(C(=O)SC)=COC)C=C(C=C1)C (S-methyl 2-[2-(2,5-dimethylphenoxymethyl)-phenyl]-2-methoxymethylidene-thioacetate). Isolated yield 22.0%. As a reaction SMILES: [CH3:1][C:2]1[CH:20]=[CH:19][C:18]([CH3:21])=[CH:17][C:3]=1[O:4][CH2:5][C:6]1[CH:11]=[CH:10][CH:9]=[CH:8][C:7]=1[CH2:12][C:13]([S:15][CH3:16])=[O:14].CN([CH:25](N(C)C)[O:26][C:27](C)(C)C)C.Cl.C(=O)([O-])[O-].[K+].[K+].S(OC)(OC)(=O)=O>O.CN(C)C=O>[CH3:1][C:2]1[CH:20]=[CH:19][C:18]([CH3:21])=[CH:17][C:3]=1[O:4][CH2:5][C:6]1[CH:11]=[CH:10][CH:9]=[CH:8][C:7]=1[C:12](=[CH:25][O:26][CH3:27])[C:13]([S:15][CH3:16])=[O:14] |f:3.4.5|. Procedure: 2 g (0.00665 mol) of S-methyl 2-(2,5-dimethylphenoxymethyl)-phenylthioacetate and 2 g (0.0115 mol) of bis-(dimethylamino)-tert-butoxymethane are heated to 60° C. for 1 hour. The mixture is then admixed with 6 ml of dimethylformamide and 3 ml of concentrated aqueous hydrochloric acid and heated to 60° C. for a further hour. The reaction mixture is admixed with water and extracted with dichloromethane. The combined organic phases are dried over sodium sulphate and concentrated under reduced pressu...